Dataset: the Open Reaction Database (ORD), a public repository of structured organic reaction records. Task: describe an organic reaction: reactants, conditions, products, and yield Starting materials: c1ccc(CSc2cccc3[nH]ccc23)cc1, Clc1ccnc(Cl)n1, [H-], [Na+], CN(C)C=O, O. Reaction SMILES: [CH2:1]([c:2]1[cH:3][cH:4][cH:5][cH:6][cH:7]1)[S:8][c:9]1[c:10]2[cH:11][cH:12][nH:13][c:14]2[cH:15][cH:16][cH:17]1.[Cl:20][c:21]1[n:22][cH:23][cH:24][c:25]([Cl:27])[n:26]1.[H-:19].[Na+:18].[O:29]=[CH:30][N:31]([CH3:32])[CH3:33].[OH2:28]>>[CH2:1]([c:2]1[cH:3][cH:4][cH:5][cH:6][cH:7]1)[S:8][c:9]1[c:10]2[cH:11][cH:12][n:13](-[c:21]3[n:22][cH:23][cH:24][c:25]([Cl:27])[n:26]3)[c:14]2[cH:15][cH:16][cH:17]1. The product is Clc1ccnc(-n2ccc3c(SCc4ccccc4)cccc32)n1. Starting materials: CC(=O)O, CSCCN1C(=O)c2ccccc2C(C)(C)C1=O, O=C([O-])[O-], O, OO. Yields the product CS(=O)CCN1C(=O)c2ccccc2C(C)(C)C1=O. Reaction SMILES: [CH3:26][C:27](=[O:28])[OH:29].[CH3:3][C:4]1([CH3:20])[C:5](=[O:19])[N:6]([CH2:15][CH2:16][S:17][CH3:18])[C:7](=[O:14])[c:8]2[cH:9][cH:10][cH:11][cH:12][c:13]21.[O-:22][C:23](=[O:24])[O-:25].[OH2:21].[OH:1][OH:2]>>[CH3:3][C:4]1([CH3:20])[C:5](=[O:19])[N:6]([CH2:15][CH2:16][S:17]([CH3:18])=[O:22])[C:7](=[O:14])[c:8]2[cH:9][cH:10][cH:11][cH:12][c:13]21. Starting materials: C(N)(=O)C1=C(N=C(C(=N1)C1=CC=C(C=C1)B(O)O)C)C (4-(6-carbamoyl-3,5-dimethylpyrazin-2-yl)phenylboronic acid), C(N)(=O)C1=C(N=C(C(=N1)C1=CC=C(C=C1)B(O)O)C)C (4-(6-carbamoyl-3,5-dimethylpyrazin-2-yl)phenylboronic acid), ClC1=C(C=C(C(=C1)OS(=O)(=O)C(F)(F)F)Cl)CC(=O)OC (methyl 2-(2,5-dichloro-4-(trifluoromethylsulfonyloxy)phenyl)acetate), ClC1=C(C=C(C(=C1)OS(=O)(=O)C(F)(F)F)Cl)CC(=O)OC (methyl 2-(2,5-dichloro-4-(trifluoromethylsulfonyloxy)phenyl)acetate), C([O-])([O-])=O.[Na+].[Na+] (sodium carbonate), [Cl-].[Li+] (lithium chloride). Reagents/catalysts: C=1C=CC(=CC1)[P](C=2C=CC=CC2)(C=3C=CC=CC3)[Pd]([P](C=4C=CC=CC4)(C=5C=CC=CC5)C=6C=CC=CC6)([P](C=7C=CC=CC7)(C=8C=CC=CC8)C=9C=CC=CC9)[P](C=1C=CC=CC1)(C=1C=CC=CC1)C=1C=CC=CC1 (tetrakis(triphenylphosphine)palladium(0)). Run in COCCOC (DME). Reaction conditions: temperature 85 celsius, time 17 hour. Yields the product C(N)(=O)C1=C(N=C(C(=N1)C1=CC=C(C=C1)C1=C(C=C(C(=C1)Cl)CC(=O)OC)Cl)C)C (methyl 2-(4′-(6-carbamoyl-3,5-dimethylpyrazin-2-yl)-2,5-dichlorobiphenyl-4-yl)acetate). The yield is 32.7%. RXN SMILES: [C:1]([C:4]1[N:9]=[C:8]([C:10]2[CH:15]=[CH:14][C:13](B(O)O)=[CH:12][CH:11]=2)[C:7]([CH3:19])=[N:6][C:5]=1[CH3:20])(=[O:3])[NH2:2].[Cl:21][C:22]1[CH:27]=[C:26](OS(C(F)(F)F)(=O)=O)[C:25]([Cl:36])=[CH:24][C:23]=1[CH2:37][C:38]([O:40][CH3:41])=[O:39].C(=O)([O-])[O-].[Na+].[Na+].[Cl-].[Li+]>COCCOC.C1C=CC([P]([Pd]([P](C2C=CC=CC=2)(C2C=CC=CC=2)C2C=CC=CC=2)([P](C2C=CC=CC=2)(C2C=CC=CC=2)C2C=CC=CC=2)[P](C2C=CC=CC=2)(C2C=CC=CC=2)C2C=CC=CC=2)(C2C=CC=CC=2)C2C=CC=CC=2)=CC=1>[C:1]([C:4]1[N:9]=[C:8]([C:10]2[CH:15]=[CH:14][C:13]([C:26]3[CH:27]=[C:22]([Cl:21])[C:23]([CH2:37][C:38]([O:40][CH3:41])=[O:39])=[CH:24][C:25]=3[Cl:36])=[CH:12][CH:11]=2)[C:7]([CH3:19])=[N:6][C:5]=1[CH3:20])(=[O:3])[NH2:2] |f:2.3.4,5.6,^1:59,61,80,99|. Procedure details: A solution of 4-(6-carbamoyl-3,5-dimethylpyrazin-2-yl)phenylboronic acid (Intermediate 5-1; 312 mg, 1.15 mmol) and methyl 2-(2,5-dichloro-4-(trifluoromethylsulfonyloxy)phenyl)acetate (Intermediate 4-2; 375 mg, 1.02 mmol) and 2M sodium carbonate (0.830 mL, 1.66 mmol), tetrakis(triphenylphosphine)palladium(0) (73.2 mg, 0.06 mmol) and lithium chloride (76 mg, 1.79 mmol) in DME (10 mL) was degassed and then stirred at 85° C. for 17 hours. The reaction mixture was concentrated and diluted with EtOAc ... Starting materials: COC(=O)COc1cccc2c1CCCC2NC(=O)c1ccccc1, CO, [Na+], [OH-]. Yields the product O=C(O)COc1cccc2c1CCCC2NC(=O)c1ccccc1. As a reaction SMILES: [C:1]([c:2]1[cH:3][cH:4][cH:5][cH:6][cH:7]1)(=[O:8])[NH:9][CH:10]1[c:11]2[cH:12][cH:13][cH:14][c:15]([O:20][CH2:21][C:22](=[O:23])[O:24][CH3:25])[c:16]2[CH2:17][CH2:18][CH2:19]1.[CH3:26][OH:27].[Na+:29].[OH-:28]>>[C:1]([c:2]1[cH:3][cH:4][cH:5][cH:6][cH:7]1)(=[O:8])[NH:9][CH:10]1[c:11]2[cH:12][cH:13][cH:14][c:15]([O:20][CH2:21][C:22](=[O:23])[OH:24])[c:16]2[CH2:17][CH2:18][CH2:19]1. Starting materials: BrC1=CC(=C(C2=CC=CC=C12)NC(=O)C(=O)OCC)[N+](=O)[O-] (4-bromo-1-ethoxalylamino-2-nitronaphthalene), [H][H] (hydrogen). Reagents/catalysts: [Ni] (Ni). The solvent is CN(C=O)C (N,N-dimethylformamide). Product: BrC=1C2=C(C=3NC(C(N(C3C1)O)=O)=O)C=CC=C2 (6-Bromo-4-hydroxybenzo[f]quinoxaline-2,3(1H,4H)-dione). Isolated yield 65.1%. Reaction SMILES: [Br:1][C:2]1[C:11]2[C:6](=[CH:7][CH:8]=[CH:9][CH:10]=2)[C:5]([NH:12][C:13]([C:15](OCC)=[O:16])=[O:14])=[C:4]([N+:20]([O-:22])=O)[CH:3]=1.[H][H]>CN(C)C=O.[Ni]>[Br:1][C:2]1[C:11]2[CH:10]=[CH:9][CH:8]=[CH:7][C:6]=2[C:5]2[NH:12][C:13](=[O:14])[C:15](=[O:16])[N:20]([OH:22])[C:4]=2[CH:3]=1. Procedure: A solution of 4-bromo-1-ethoxalylamino-2-nitronaphthalene (0.20 g, 0.5 mmol) in 20 ml of N,N-dimethylformamide was hydrogenated at room temperature and atmospheric pressure in the presence of a small amount of Raney-Ni. After the hydrogen uptake was complete, the mixture was filtered. The filtrate was evaporated to dryness and the residue was triturated with water and hot ethanol to give 100 mg (62%) of the title compound. M.p. >200° C. dec.; IR (KBr): 1690 cm-1 ; MS (m/e): 306 (M+, 2%), 308 ((M... Reactants: C(CC(=O)O)(=O)O (malonic acid), N1CCCCC1 (piperidine), [N+](=O)([O-])C1=C(C=O)C=C(C=C1)N1CCN(CC1)C(C1=CC(=C(C=C1)OC)OC)=O (2-Nitro-5-[4-(3,4-dimethoxybenzoyl)-1-piperazinyl]benzaldehyde). Solvent: N1=CC=CC=C1 (pyridine). Reaction conditions: temperature 80 celsius, time 4 hour. Product: [N+](=O)([O-])C1=C(C=CC(=O)O)C=C(C=C1)N1CCN(CC1)C(C1=CC(=C(C=C1)OC)OC)=O (2-nitro-5-[4-(3,4-dimethoxybenzoyl)-1-piperazinyl]-cinnamic acid). Yield: 83.7%. RXN SMILES: [N+:1]([C:4]1[CH:11]=[CH:10][C:9]([N:12]2[CH2:17][CH2:16][N:15]([C:18](=[O:29])[C:19]3[CH:24]=[CH:23][C:22]([O:25][CH3:26])=[C:21]([O:27][CH3:28])[CH:20]=3)[CH2:14][CH2:13]2)=[CH:8][C:5]=1C=O)([O-:3])=[O:2].[C:30](O)(=O)[CH2:31][C:32]([OH:34])=[O:33].N1CCCCC1>N1C=CC=CC=1>[N+:1]([C:4]1[CH:11]=[CH:10][C:9]([N:12]2[CH2:17][CH2:16][N:15]([C:18](=[O:29])[C:19]3[CH:24]=[CH:23][C:22]([O:25][CH3:26])=[C:21]([O:27][CH3:28])[CH:20]=3)[CH2:14][CH2:13]2)=[CH:8][C:5]=1[CH:30]=[CH:31][C:32]([OH:34])=[O:33])([O-:3])=[O:2]. Reported procedure: 2-Nitro-5-[4-(3,4-dimethoxybenzoyl)-1-piperazinyl]benzaldehyde (4 g) was dissolved in 20 ml of pyridine followed by adding 2.1 g of malonic acid and 0.4 ml of piperidine, and the mixture was stirred at 80° C. for 4 hours. After evaporating pyridine and piperidine the reaction mixture was poured in a dilute aqueous hydrogen chloride solution and extracted with methylene chloride. After washing the methylene chloride layer with water the solvent was distilled off and methanol was added to the resi... Reactants: Oc1ccc(Br)c(F)c1, O=C([O-])[O-], CC(C)O, Cc1ccccc1, OB(O)c1cc(F)cc(F)c1, [K+], [K+], O. Yields the product Oc1ccc(-c2cc(F)cc(F)c2)c(F)c1. As a reaction SMILES: [Br:1][c:2]1[c:3]([F:9])[cH:4][c:5]([OH:8])[cH:6][cH:7]1.[C:21](=[O:22])([O-:23])[O-:24].[CH3:27][CH:28]([OH:29])[CH3:30].[CH3:31][c:32]1[cH:33][cH:34][cH:35][cH:36][cH:37]1.[F:10][c:11]1[cH:12][c:13]([B:18]([OH:19])[OH:20])[cH:14][c:15]([F:17])[cH:16]1.[K+:25].[K+:26].[OH2:38]>>[c:2]1(-[c:13]2[cH:12][c:11]([F:10])[cH:16][c:15]([F:17])[cH:14]2)[c:3]([F:9])[cH:4][c:5]([OH:8])[cH:6][cH:7]1. Starting materials: CN(C)C=O, SCc1ccc(Cl)cc1, [H-], [Na+], Cc1ccc(S(=O)(=O)OCC2CCC=CO2)cc1. Product: Clc1ccc(CSCC2CCC=CO2)cc1. RXN SMILES: [CH3:30][N:31]([CH3:32])[CH:33]=[O:34].[Cl:1][c:2]1[cH:3][cH:4][c:5]([CH2:6][SH:7])[cH:8][cH:9]1.[H-:10].[Na+:11].[S:12]([O:13][CH2:23][CH:24]1[O:25][CH:26]=[CH:27][CH2:28][CH2:29]1)([c:14]1[cH:15][cH:16][c:17]([CH3:18])[cH:19][cH:20]1)(=[O:21])=[O:22]>>[Cl:1][c:2]1[cH:3][cH:4][c:5]([CH2:6][S:7][CH2:23][CH:24]2[O:25][CH:26]=[CH:27][CH2:28][CH2:29]2)[cH:8][cH:9]1.